This data is from the Open Reaction Database (ORD), a public repository of structured organic reaction records. The task is: describe an organic reaction: reactants, conditions, products, and yield Reactants: FC(C=1C=C(CN2C(O[C@@H]([C@H]2C)C2=C(C=CC(=C2)C(F)(F)F)C2=C(C=CC(=C2)Br)OC)=O)C=C(C1)C(F)(F)F)(F)F ((4R,5R)-3-[3,5-bis(trifluoromethyl)benzyl]-5-[5′-bromo-2′-methoxy-4-(trifluoromethyl)biphenyl-2-yl]-4-methyl-1,3-oxazolidin-2-one), NC1=C(C=CC(=C1)C(=O)OC)B(O)O ([2-amino-4-(methoxycarbonyl)phenyl]boronic acid), C([O-])([O-])=O.[K+].[K+] (potassium carbonate), C(C)O (ethanol), NC1=C(C=CC(=C1)C(=O)OC)B(O)O ([2-amino-4-(methoxycarbonyl)phenyl]boronic acid). Reagents/catalysts: C1=CC=C(C=C1)P(C2=CC=CC=C2)C3=CC=CC=C3.C1=CC=C(C=C1)P(C2=CC=CC=C2)C3=CC=CC=C3.Cl[Pd]Cl (dichloro bis(triphenylphosphine)palladium(II)). Run in [Cl-].[Na+].O (brine). Run at temperature 80 celsius, time 45 minute. Product: NC1=C(C=CC(=C1)C(=O)OC)C1=CC(=C(C=C1)OC)C1=C(C=C(C=C1)C(F)(F)F)[C@@H]1[C@H](N(C(O1)=O)CC1=CC(=CC(=C1)C(F)(F)F)C(F)(F)F)C (methyl 2-amino-2″-{(4R,5R)-3-[3,5-bis(trifluoromethyl)benzyl]-4-methyl-2-oxo-1,3-oxazolidin-5-yl}-4′-methoxy-4″-(trifluoromethyl)-1,1′:3′,1″-terphenyl-4-carboxylate). RXN SMILES: [F:1][C:2]([F:41])([F:40])[C:3]1[CH:4]=[C:5]([CH:33]=[C:34]([C:36]([F:39])([F:38])[F:37])[CH:35]=1)[CH2:6][N:7]1[C@H:11]([CH3:12])[C@@H:10]([C:13]2[CH:18]=[C:17]([C:19]([F:22])([F:21])[F:20])[CH:16]=[CH:15][C:14]=2[C:23]2[CH:28]=[C:27](Br)[CH:26]=[CH:25][C:24]=2[O:30][CH3:31])[O:9][C:8]1=[O:32].[NH2:42][C:43]1[CH:48]=[C:47]([C:49]([O:51][CH3:52])=[O:50])[CH:46]=[CH:45][C:44]=1B(O)O.C(=O)([O-])[O-].[K+].[K+].C(O)C>[Cl-].[Na+].O.C1C=CC(P(C2C=CC=CC=2)C2C=CC=CC=2)=CC=1.C1C=CC(P(C2C=CC=CC=2)C2C=CC=CC=2)=CC=1.Cl[Pd]Cl>[NH2:42][C:43]1[CH:48]=[C:47]([C:49]([O:51][CH3:52])=[O:50])[CH:46]=[CH:45][C:44]=1[C:27]1[CH:26]=[CH:25][C:24]([O:30][CH3:31])=[C:23]([C:14]2[CH:15]=[CH:16][C:17]([C:19]([F:21])([F:20])[F:22])=[CH:18][C:13]=2[C@H:10]2[O:9][C:8](=[O:32])[N:7]([CH2:6][C:5]3[CH:4]=[C:3]([C:2]([F:41])([F:40])[F:1])[CH:35]=[C:34]([C:36]([F:38])([F:39])[F:37])[CH:33]=3)[C@@H:11]2[CH3:12])[CH:28]=1 |f:2.3.4,6.7.8,9.10.11|. Reported procedure: (4R,5R)-3-[3,5-bis(trifluoromethyl)benzyl]-5-[5′-bromo-2′-methoxy-4-(trifluoromethyl)biphenyl-2-yl]-4-methyl-1,3-oxazolidin-2-one (358 mg, 0.545 mmol), [2-amino-4-(methoxycarbonyl)phenyl]boronic acid (214 mg, 1.1 mmol), dichloro bis(triphenylphosphine)palladium(II) (76.5 mg, 0.109 mmol), aqueous potassium carbonate (545 μL, 2M, 1.09 mmol) and ethanol (5 mL) were mixed and heated in a 80° C. oil bath. Aliquot at reaction time 2 hours and 3.5 hours indicated about 6% of unreacted starting material... The reactants are c1ccc(C(c2ccccc2)N2CCNCC2)cc1, FC(F)c1nnc2ccc(Cl)nn12. The product is FC(F)c1nnc2ccc(N3CCN(C(c4ccccc4)c4ccccc4)CC3)nn12. Reaction SMILES: [CH:1]([c:2]1[cH:3][cH:4][cH:5][cH:6][cH:7]1)([c:8]1[cH:9][cH:10][cH:11][cH:12][cH:13]1)[N:14]1[CH2:15][CH2:16][NH:17][CH2:18][CH2:19]1.[Cl:20][c:21]1[cH:22][cH:23][c:24]2[n:25]([n:26]1)[c:27]([CH:30]([F:31])[F:32])[n:28][n:29]2>>[CH:1]([c:2]1[cH:3][cH:4][cH:5][cH:6][cH:7]1)([c:8]1[cH:9][cH:10][cH:11][cH:12][cH:13]1)[N:14]1[CH2:15][CH2:16][N:17]([c:21]2[cH:22][cH:23][c:24]3[n:25]([n:26]2)[c:27]([CH:30]([F:31])[F:32])[n:28][n:29]3)[CH2:18][CH2:19]1. Starting materials: COC1=CC=C(C(CC(C(=O)OCC)C(=O)OCC)=O)C=C1 (diethyl α-(4-methoxyphenacyl)malonate), Cl (hydrochloric acid), C1(CCCC1)OC=1C=C(CCl)C=CC1OC (3-cyclopentyloxy-4-methoxybenzyl chloride), [I-].[Na+] (sodium iodide), [H-].[Na+] (sodium hydride). Solvent: O1CCCC1 (tetrahydrofuran), O1CCCC1 (tetrahydrofuran), O1CCCC1 (tetrahydrofuran). Reaction conditions: time 10 minute. Yields the product C1(CCCC1)OC=1C=C(CC(C(=O)OCC)(C(=O)OCC)CC(=O)C2=CC=C(C=C2)OC)C=CC1OC (Diethyl α-(3-cyclopentyloxy-4-methoxybenzyl)-α-(4-methoxyphenacyl)malonate). Yield: 73.5%. Reaction SMILES: [H-].[Na+].[CH3:3][O:4][C:5]1[CH:24]=[CH:23][C:8]([C:9](=[O:22])[CH2:10][CH:11]([C:17]([O:19][CH2:20][CH3:21])=[O:18])[C:12]([O:14][CH2:15][CH3:16])=[O:13])=[CH:7][CH:6]=1.[CH:25]1([O:30][C:31]2[CH:32]=[C:33]([CH:36]=[CH:37][C:38]=2[O:39][CH3:40])[CH2:34]Cl)[CH2:29][CH2:28][CH2:27][CH2:26]1.[I-].[Na+].Cl>O1CCCC1>[CH:25]1([O:30][C:31]2[CH:32]=[C:33]([CH:36]=[CH:37][C:38]=2[O:39][CH3:40])[CH2:34][C:11]([CH2:10][C:9]([C:8]2[CH:7]=[CH:6][C:5]([O:4][CH3:3])=[CH:24][CH:23]=2)=[O:22])([C:17]([O:19][CH2:20][CH3:21])=[O:18])[C:12]([O:14][CH2:15][CH3:16])=[O:13])[CH2:26][CH2:27][CH2:28][CH2:29]1 |f:0.1,4.5|. Reported procedure: 0.29 g (7.1 mmol) of sodium hydride (as a 60% w/w dispersion in mineral oil) was added to 50 ml of anhydrous tetrahydrofuran, whilst ice-cooling, and then the mixture was stirred for 10 minutes. At the end of this time, a solution of 2.00 g (6.5 mmol) of diethyl α-(4-methoxyphenacyl)malonate [prepared as described in step (i) above] in 20 ml of anhydrous tetrahydrofuran was slowly added dropwise to the mixture, whilst ice-cooling. The mixture was then stirred for 30 minutes. A solution of 1.72 g... Starting materials: ClCc1nccs1, Cc1cc(Nc2ncnc3cccc(OC(C)CNC(=O)CO)c23)ccc1O. Yields the product Cc1cc(Nc2ncnc3cccc(OC(C)CNC(=O)CO)c23)ccc1OCc1nccs1. Reaction SMILES: [Cl:1][CH2:2][c:3]1[s:4][cH:5][cH:6][n:7]1.[OH:8][CH2:9][C:10](=[O:11])[NH:12][CH2:13][CH:14]([CH3:15])[O:16][c:17]1[c:18]2[c:19]([NH:27][c:28]3[cH:29][c:30]([CH3:35])[c:31]([OH:34])[cH:32][cH:33]3)[n:20][cH:21][n:22][c:23]2[cH:24][cH:25][cH:26]1>>[CH2:2]([c:3]1[s:4][cH:5][cH:6][n:7]1)[O:34][c:31]1[c:30]([CH3:35])[cH:29][c:28]([NH:27][c:19]2[c:18]3[c:17]([O:16][CH:14]([CH2:13][NH:12][C:10]([CH2:9][OH:8])=[O:11])[CH3:15])[cH:26][cH:25][cH:24][c:23]3[n:22][cH:21][n:20]2)[cH:33][cH:32]1. The reactants are O=Cc1ccc(Br)cc1, O=C(O)CS(=O)(=O)Cc1ccc(F)cc1. The product is O=S(=O)(C=Cc1ccc(Br)cc1)Cc1ccc(F)cc1. Reaction SMILES: [Br:16][c:17]1[cH:18][cH:19][c:20]([CH:21]=[O:22])[cH:23][cH:24]1.[F:1][c:2]1[cH:3][cH:4][c:5]([CH2:6][S:7](=[O:8])(=[O:9])[CH2:10][C:11]([OH:12])=[O:13])[cH:14][cH:15]1>>[F:1][c:2]1[cH:3][cH:4][c:5]([CH2:6][S:7](=[O:8])(=[O:9])[CH:10]=[CH:11][c:20]2[cH:19][cH:18][c:17]([Br:16])[cH:24][cH:23]2)[cH:14][cH:15]1. Starting materials: CC(C)(C)OC(=O)N1CCN(S(=O)(=O)c2ccc(OC(F)(F)F)cc2)CC1, ClCCl, O=C(O)C(F)(F)F. Product: O=S(=O)(c1ccc(OC(F)(F)F)cc1)N1CCNCC1. As a reaction SMILES: [C:1]([O:2][C:3](=[O:4])[N:8]1[CH2:9][CH2:10][N:11]([S:14](=[O:15])(=[O:16])[c:17]2[cH:18][cH:19][c:20]([O:23][C:24]([F:25])([F:26])[F:27])[cH:21][cH:22]2)[CH2:12][CH2:13]1)([CH3:5])([CH3:6])[CH3:7].[Cl:35][CH2:36][Cl:37].[F:28][C:29]([F:30])([F:31])[C:32]([OH:33])=[O:34]>>[NH:8]1[CH2:9][CH2:10][N:11]([S:14](=[O:15])(=[O:16])[c:17]2[cH:18][cH:19][c:20]([O:23][C:24]([F:25])([F:26])[F:27])[cH:21][cH:22]2)[CH2:12][CH2:13]1. Starting materials: N12CCCCCC2=NCCC1 (1,8-Diazabicyclo[5.4.0]undec-7-ene), ClC=1C2=C(SC1C(=O)OCC)C=C(C=C2)CN2C=NC=C2 (ethyl 3-chloro-6-(1H-1-imidazolylmethyl)benzo[b]thiophene-2-carboxylate), COC=1C=C(C=CC1)S (3-methoxybenzenethiol). Run in CN(C=O)C (dimethylformamide). Run at temperature 60 celsius. Product: N1(C=NC=C1)CC=1C=CC2=C(SC(=C2SC2=CC(=CC=C2)OC)C(=O)OCC)C1 (Ethyl 6-(1H-1-imidazolylmethyl)-3-[(3-methoxyphenyl)sulfanyl]benzo[b]thiophene-2-carboxylate). Isolated yield 90.5%. As a reaction SMILES: N12CCCN=C1CCCCC2.Cl[C:13]1[C:14]2[CH:26]=[CH:25][C:24]([CH2:27][N:28]3[CH:32]=[CH:31][N:30]=[CH:29]3)=[CH:23][C:15]=2[S:16][C:17]=1[C:18]([O:20][CH2:21][CH3:22])=[O:19].[CH3:33][O:34][C:35]1[CH:36]=[C:37]([SH:41])[CH:38]=[CH:39][CH:40]=1>CN(C)C=O>[N:28]1([CH2:27][C:24]2[CH:25]=[CH:26][C:14]3[C:13]([S:41][C:37]4[CH:38]=[CH:39][CH:40]=[C:35]([O:34][CH3:33])[CH:36]=4)=[C:17]([C:18]([O:20][CH2:21][CH3:22])=[O:19])[S:16][C:15]=3[CH:23]=2)[CH:32]=[CH:31][N:30]=[CH:29]1. Procedure details: 1,8-Diazabicyclo[5.4.0]undec-7-ene (DBU--0.26 ml, 1.7 mmol) was added to a mixture of ethyl 3-chloro-6-(1H-1-imidazolylmethyl)benzo[b]thiophene-2-carboxylate (Preparation 11, 500 mg, 1.6 mmol) and 3-methoxybenzenethiol (0.29 ml, 2.3 mmol) in dimethylformamide (2 ml) under a nitrogen atmosphere. The solution was heated to 60° C. for 5 hours and then partitioned between ethyl acetate and water. The organics were separated and washed with water, dried (magnesium sulfate) and evaporated under reduce... The reactants are COC1=CC=2C(C3=C(C=NC4=CC=CC=C34)C2C=C1)=O (9-Methoxy-11H-indeno[1,2-c]quinolin-11-one), NO.Cl (NH2OH·HCl). The solvent is C(C)OC(C)O (ethoxyethanol). Conditions: time 30 minute. The product is COC1=CC=2C(C3=C(C=NC4=CC=CC=C34)C2C=C1)=NO (9-Methoxy-11H-indeno[1,2-c]quinolin-11-one oxime). Yield: 72.4%. RXN SMILES: [CH3:1][O:2][C:3]1[CH:19]=[CH:18][C:17]2[C:8]3[CH:9]=[N:10][C:11]4[C:16]([C:7]=3[C:6](=O)[C:5]=2[CH:4]=1)=[CH:15][CH:14]=[CH:13][CH:12]=4.[NH2:21][OH:22].Cl>C(OC(O)C)C>[CH3:1][O:2][C:3]1[CH:19]=[CH:18][C:17]2[C:8]3[CH:9]=[N:10][C:11]4[C:16]([C:7]=3[C:6](=[N:21][OH:22])[C:5]=2[CH:4]=1)=[CH:15][CH:14]=[CH:13][CH:12]=4 |f:1.2|. Procedure: To a suspension of compound 5d (0.26 g, 1 mmol) in ethoxyethanol (30 mL) was added NH2OH·HCl (0.20 g, 3 mmol). The reaction mixture was heated with stirring under microwave irradiation (100 W) for 30 min (by TLC monitoring), followed by concentration in vacuo. A solid thus obtained was recrystallized from MeOH to give the title compound 6a (0.20 g, 73% yield). The reactants are O1CCN(CC1)CCOC1=CC=C(C=C1)C=1C=CC(=NC1)CC(=O)NCC1=CC=CC=C1 (2-(5-(4-(2-morpholinoethoxy)phenyl)pyridin-2-yl)-N-benzylacetamide), ClCCN1CCOCC1 (4-(2-chloroethyl)morpholine), BrC1=CC=C(C=C1)O (4-bromophenol). The product is BrC1=CC=C(OCCN2CCOCC2)C=C1 (4-(2-(4-bromophenoxy)ethyl)morpholine). RXN SMILES: [O:1]1[CH2:6][CH2:5][N:4]([CH2:7][CH2:8][O:9][C:10]2[CH:15]=[CH:14][C:13](C3C=CC(CC(NCC4C=CC=CC=4)=O)=NC=3)=[CH:12][CH:11]=2)[CH2:3][CH2:2]1.ClCCN1CCOCC1.[Br:42]C1C=CC(O)=CC=1>>[Br:42][C:13]1[CH:14]=[CH:15][C:10]([O:9][CH2:8][CH2:7][N:4]2[CH2:5][CH2:6][O:1][CH2:2][CH2:3]2)=[CH:11][CH:12]=1. Procedure: In one aspect, the invention relates to a process for preparing 2-(5-(4-(2-morpholinoethoxy)phenyl)pyridin-2-yl)-N-benzylacetamide comprising the steps of: reacting 4-(2-chloroethyl)morpholine with 4-bromophenol to yield 4-(2-(4-bromophenoxy)ethyl)morpholine; (2) coupling 4-(2-(4-bromophenoxy)ethyl)morpholine with 6-fluoropyridin-3-yl-3-boronic acid to yield 4-(2-(4-(6-fluoropyridin-3-yl)phenoxy)ethyl)morpholine; reacting 4-(2-(4-(6-fluoropyridin-3-yl)phenoxy)ethyl)morpholine with acetonitrile t...